Dataset: the Open Reaction Database (ORD), a public repository of structured organic reaction records. Task: describe an organic reaction: reactants, conditions, products, and yield The reactants are C(C1=CC=CC=C1)OC(=O)N[C@@H]1C[C@H](N(C1)CC1=CC=CC=C1)\C=C/CCCC(=O)OC ((2S,4R)-4-benzyloxycarbonylamino-2-[(Z)-5-methoxycarbonyl-1-pentenyl]-1-(phenylmethyl)pyrrolidine), Br (hydrogen bromide). Run in C(C)(=O)O (acetic acid). Product: Br.N[C@@H]1C[C@H](N(C1)CC1=CC=CC=C1)\C=C/CCCC(=O)OC ((2S,4R)-4-amino-2-[(Z)-5-methoxycarbonyl-1-pentenyl]-1-(phenylmethyl)pyrrolidine hydrobromide). As a reaction SMILES: C(OC([NH:11][C@H:12]1[CH2:16][N:15]([CH2:17][C:18]2[CH:23]=[CH:22][CH:21]=[CH:20][CH:19]=2)[C@H:14](/[CH:24]=[CH:25]\[CH2:26][CH2:27][CH2:28][C:29]([O:31][CH3:32])=[O:30])[CH2:13]1)=O)C1C=CC=CC=1.[BrH:33]>C(O)(=O)C>[BrH:33].[NH2:11][C@H:12]1[CH2:16][N:15]([CH2:17][C:18]2[CH:23]=[CH:22][CH:21]=[CH:20][CH:19]=2)[C@H:14](/[CH:24]=[CH:25]\[CH2:26][CH2:27][CH2:28][C:29]([O:31][CH3:32])=[O:30])[CH2:13]1 |f:3.4|. Reported procedure: A solution of (2S,4R)-4-benzyloxycarbonylamino-2-[(Z)-5-methoxycarbonyl-1-pentenyl]-1-(phenylmethyl)pyrrolidine (700 mg) and 30% hydrogen bromide in acetic acid (2 ml) was stirred at room temperature for 2 hours and the solvent was evaporated in vacuo to give (2S,4R)-4-amino-2-[(Z)-5-methoxycarbonyl-1-pentenyl]-1-(phenylmethyl)pyrrolidine hydrobromide (800 mg) as an oil.